From a dataset of the Open Reaction Database (ORD), a public repository of structured organic reaction records. describe an organic reaction: reactants, conditions, products, and yield Starting materials: [C-]#N, CCOC(C)=O, CC(=O)O, N#C[Cu], O=N[O-], CCOC(=O)c1nc(N)sc1-c1ccccc1, [Na+], [Na+], [Na+], O=C([O-])O, O=S(=O)(O)O. Yields the product CCOC(=O)c1nc(C#N)sc1-c1ccccc1. As a reaction SMILES: [C-:30]#[N:31].[CH3:38][CH2:39][O:40][C:41]([CH3:42])=[O:43].[CH3:44][C:45](=[O:46])[OH:47].[Cu:27][C:28]#[N:29].[N:23]([O-:24])=[O:25].[NH2:1][c:2]1[s:3][c:4](-[c:12]2[cH:13][cH:14][cH:15][cH:16][cH:17]2)[c:5]([C:7](=[O:8])[O:9][CH2:10][CH3:11])[n:6]1.[Na+:26].[Na+:32].[Na+:37].[O-:33][C:34]([OH:35])=[O:36].[S:18](=[O:19])(=[O:20])([OH:21])[OH:22]>>[c:2]1([C:28]#[N:29])[s:3][c:4](-[c:12]2[cH:13][cH:14][cH:15][cH:16][cH:17]2)[c:5]([C:7](=[O:8])[O:9][CH2:10][CH3:11])[n:6]1. Starting materials: C(=O)([O-])[O-].[Na+].[Na+] (Na2CO3), C(=O)C1=CC=C(C=C1)B(O)O (4-formylphenylboronic acid), ClC1=NC=C(C=C1Cl)C=C (2,3-dichloro-5-vinylpyridine). The reagents and catalysts are C=1C=CC(=CC1)[P](C=2C=CC=CC2)(C=3C=CC=CC3)[Pd]([P](C=4C=CC=CC4)(C=5C=CC=CC5)C=6C=CC=CC6)([P](C=7C=CC=CC7)(C=8C=CC=CC8)C=9C=CC=CC9)[P](C=1C=CC=CC1)(C=1C=CC=CC1)C=1C=CC=CC1 (Pd(PPh3)4). Solvent: COCCOC (1,2-dimethoxyethane), O (water). Reaction conditions: time 18 hour. Yields the product ClC=1C(=NC=C(C1)C=C)C1=CC=C(C=O)C=C1 (4-(3-chloro-5-vinylpyridin-2-yl)benzaldehyde). Isolated yield 94.7%. Reaction SMILES: C([O-])([O-])=O.[Na+].[Na+].[CH:7]([C:9]1[CH:14]=[CH:13][C:12](B(O)O)=[CH:11][CH:10]=1)=[O:8].Cl[C:19]1[C:24]([Cl:25])=[CH:23][C:22]([CH:26]=[CH2:27])=[CH:21][N:20]=1>COCCOC.O.C1C=CC([P]([Pd]([P](C2C=CC=CC=2)(C2C=CC=CC=2)C2C=CC=CC=2)([P](C2C=CC=CC=2)(C2C=CC=CC=2)C2C=CC=CC=2)[P](C2C=CC=CC=2)(C2C=CC=CC=2)C2C=CC=CC=2)(C2C=CC=CC=2)C2C=CC=CC=2)=CC=1>[Cl:25][C:24]1[C:19]([C:12]2[CH:13]=[CH:14][C:9]([CH:7]=[O:8])=[CH:10][CH:11]=2)=[N:20][CH:21]=[C:22]([CH:26]=[CH2:27])[CH:23]=1 |f:0.1.2,^1:38,40,59,78|. Procedure details: 4.1 g of Na2CO3 (39 mmol), 2.0 g of 4-formylphenylboronic acid (13 mmol), and 0.45 g of Pd(PPh3)4 were added to 2.5 g of compound (8) (14.9 mmol) prepared in Example 5 dissolved in 50 mL of 1,2-dimethoxyethane and 50 mL of distilled water, and refluxed under heating and stirring for 18 hours. The mixture was cooled to room temperature, and concentrated about 50% under reduced pressure. The aqueous layer was extracted with ethyl acetate, the organic layer was dried over magnesium sulfate, and the... Reactants: CCCCC[C@@H](/C=C/[C@H]1[C@@H](C[C@@H]([C@@H]1C/C=C\CCCC(=O)O)O)O)O (PGF2α). The solvent is C(C)O (ethanol). Conditions: time 30 second. The product is CCCCC[C@@H](/C=C/[C@H]1[C@@H](C[C@@H]([C@H]1C/C=C\CCCC(=O)O)O)O)O (8-Iso-PGF2α). RXN SMILES: [CH3:1][CH2:2][CH2:3][CH2:4][CH2:5][C@H:6]([OH:25])/[CH:7]=[CH:8]/[C@@H:9]1[C@@H:13]([CH2:14]/[CH:15]=[CH:16]\[CH2:17][CH2:18][CH2:19][C:20]([OH:22])=[O:21])[C@@H:12]([OH:23])[CH2:11][C@H:10]1[OH:24]>C(O)C>[CH3:1][CH2:2][CH2:3][CH2:4][CH2:5][C@H:6]([OH:25])/[CH:7]=[CH:8]/[C@@H:9]1[C@H:13]([CH2:14]/[CH:15]=[CH:16]\[CH2:17][CH2:18][CH2:19][C:20]([OH:22])=[O:21])[C@@H:12]([OH:23])[CH2:11][C@H:10]1[OH:24]. Procedure: All isomers of PGF2α were dissolved or diluted in adequate amount of ethanol and after aliquot, stored at −70° C. As an internal standard, 10 ng of 8-iso-PGF2α-d4 was mixed with 0.5 ml of plasma in a glass tube and was then purified by a C18 Solid-Phase Extraction column (J. T. Baker, MA, USA). Sample eluants were evaporated under a stream of nitrogen and re-dissolved in 50 μl acetonitrile:water (15:85 v/v) solution followed by vortex for 30 seconds and 10 μl extract was further analyzed with a ...